Dataset: the Open Reaction Database (ORD), a public repository of structured organic reaction records. Task: describe an organic reaction: reactants, conditions, products, and yield The reactants are [H][H] (hydrogen), Cl.CC(C)O (HCl 2-propanol), C1(=CC=C(C=C1)C(CCNCCN(CC1=CC=CC=C1)C)C1=CC=CC=C1)C1=CC=CC=C1 ((±)-N-[3-([1,1′-biphenyl]-4-yl)-3-phenylpropyl]-N′-methyl-N′-(phenylmethyl)-1,2-ethanediamine), Cl (hydrochloric acid). The reagents and catalysts are [Pd] (palladium on carbon). Solvent: CO (methanol). The product is Cl.Cl.C1(=CC=C(C=C1)C(CCNCCNC)C1=CC=CC=C1)C1=CC=CC=C1 ((±)-N-[3-([1,1′-biphenyl]-4-yl)-3-phenylpropyl]-N′-methyl-1,2-ethanediamine dihydrochloride). RXN SMILES: [C:1]1([C:28]2[CH:33]=[CH:32][CH:31]=[CH:30][CH:29]=2)[CH:6]=[CH:5][C:4]([CH:7]([C:22]2[CH:27]=[CH:26][CH:25]=[CH:24][CH:23]=2)[CH2:8][CH2:9][NH:10][CH2:11][CH2:12][N:13](C)[CH2:14]C2C=CC=CC=2)=[CH:3][CH:2]=1.[H][H].[ClH:36].Cl.CC(O)C>CO.[Pd]>[ClH:36].[ClH:36].[C:1]1([C:28]2[CH:29]=[CH:30][CH:31]=[CH:32][CH:33]=2)[CH:6]=[CH:5][C:4]([CH:7]([C:22]2[CH:23]=[CH:24][CH:25]=[CH:26][CH:27]=2)[CH2:8][CH2:9][NH:10][CH2:11][CH2:12][NH:13][CH3:14])=[CH:3][CH:2]=1 |f:3.4,7.8.9|. Procedure details: A mixture of (±)-N-[3-([1,1′-biphenyl]-4-yl)-3-phenylpropyl]-N′-methyl-N′-(phenylmethyl)-1,2-ethanediamine (0.006 mol) in methanol (150 ml) was hydrogenated at room temperature with palladium on carbon (10%, 1 g) as a catalyst. After uptake of hydrogen (1 equivalent), the catalyst was filtered off and the filtrate was evaporated, giving a residue that was converted into the hydrochloric acid salt (1:2) with HCl/2-propanol, yielding 2.76 g of (±)-N-[3-([1,1′-biphenyl]-4-yl)-3-phenylpropyl]-N′-met... The reactants are O=C([O-])O, C=CCON, CCOC(C)=O, O=CNc1nc(C(=O)C(=O)O)cs1, Cl, Cl, [Na+], O. Product: C=CCON=C(C(=O)O)c1csc(NC=O)n1. As a reaction SMILES: [C:14](=[O:15])([OH:16])[O-:17].[CH2:20]([CH:21]=[CH2:22])[O:23][NH2:24].[CH3:27][CH2:28][O:29][C:30](=[O:31])[CH3:32].[CH:1](=[O:2])[NH:3][c:4]1[s:5][cH:6][c:7]([C:9]([C:10](=[O:11])[OH:12])=[O:13])[n:8]1.[ClH:19].[ClH:25].[Na+:18].[OH2:26]>>[CH:1](=[O:2])[NH:3][c:4]1[s:5][cH:6][c:7]([C:9]([C:10](=[O:11])[OH:12])=[N:24][O:23][CH2:20][CH:21]=[CH2:22])[n:8]1. Reactants: COC(=O)c1ccc2c(c1)CCC(CNC(=O)OC(C)(C)C)C2, CCCCCC, CO, ClCCl. Yields the product CC(C)(C)OC(=O)NCC1CCc2cc(CO)ccc2C1. As a reaction SMILES: [C:1]([CH3:2])([CH3:3])([CH3:4])[O:5][C:6](=[O:7])[NH:8][CH2:9][CH:10]1[CH2:11][c:12]2[cH:13][cH:14][c:15]([C:20](=[O:21])[O:22][CH3:23])[cH:16][c:17]2[CH2:18][CH2:19]1.[CH3:24][CH2:25][CH2:26][CH2:27][CH2:28][CH3:29].[CH3:30][OH:31].[Cl:32][CH2:33][Cl:34]>>[C:1]([CH3:2])([CH3:3])([CH3:4])[O:5][C:6](=[O:7])[NH:8][CH2:9][CH:10]1[CH2:11][c:12]2[cH:13][cH:14][c:15]([CH2:20][OH:21])[cH:16][c:17]2[CH2:18][CH2:19]1. The reactants are Cl.Cl.N1CCC(CC1)NC(=O)C=1N=NC(=C(C1)C1=CC=C(C=C1)OCC1=CC=CC=C1)CCCC (5-(4-benzyloxy-phenyl)-6-butyl-pyridazine-3-carboxylic acid piperidin-4-ylamide dihydrochloride salt), C=O (paraformaldehyde), C(C)(=O)O[BH-](OC(C)=O)OC(C)=O.[Na+] (sodium triacetoxyborohydride). Solvent: C(Cl)Cl (DCM). The product is CN1CCC(CC1)NC(=O)C=1N=NC(=C(C1)C1=CC=C(C=C1)OCC1=CC=CC=C1)CCCC (5-(4-benzyloxy-phenyl)-6-butyl-pyridazine-3-carboxylic acid (1-methyl-piperidin-4-yl)-amide). Reaction SMILES: Cl.Cl.[NH:3]1[CH2:8][CH2:7][CH:6]([NH:9][C:10]([C:12]2[N:13]=[N:14][C:15]([CH2:32][CH2:33][CH2:34][CH3:35])=[C:16]([C:18]3[CH:23]=[CH:22][C:21]([O:24][CH2:25][C:26]4[CH:31]=[CH:30][CH:29]=[CH:28][CH:27]=4)=[CH:20][CH:19]=3)[CH:17]=2)=[O:11])[CH2:5][CH2:4]1.C=O.[C:38](O[BH-](OC(=O)C)OC(=O)C)(=O)C.[Na+]>C(Cl)Cl>[CH3:38][N:3]1[CH2:8][CH2:7][CH:6]([NH:9][C:10]([C:12]2[N:13]=[N:14][C:15]([CH2:32][CH2:33][CH2:34][CH3:35])=[C:16]([C:18]3[CH:23]=[CH:22][C:21]([O:24][CH2:25][C:26]4[CH:31]=[CH:30][CH:29]=[CH:28][CH:27]=4)=[CH:20][CH:19]=3)[CH:17]=2)=[O:11])[CH2:5][CH2:4]1 |f:0.1.2,4.5|. Procedure details: A solution of 5-(4-benzyloxy-phenyl)-6-butyl-pyridazine-3-carboxylic acid piperidin-4-ylamide dihydrochloride salt (0.096 mmol, 50 mg) and paraformaldehyde (0.96 mmol, 87 mg) in DCM was stirred for 20 min, and then sodium triacetoxyborohydride (0.96 mmol, 204 mg) was added, and stirring continued over night. The solvent was evaporated and to the residue was added saturated NaHCO3 solution, and extracted with ethyl acetate. The organic layer was washed with water, brine, dried (Na2SO4), filtered,... The reactants are CC#N, O=C1CCC(=O)N1Cl, [Na+], [Na+], [Na+], O=C([O-])O, COc1cc(O)cc2cc(-c3ccc(O)cc3)oc12, O=S([O-])[O-]. Yields the product COc1cc(O)c(Cl)c2cc(-c3ccc(O)cc3)oc12. RXN SMILES: [CH3:39][C:40]#[N:41].[Cl:20][N:21]1[C:22](=[O:23])[CH2:24][CH2:25][C:26]1=[O:27].[Na+:32].[Na+:33].[Na+:38].[O-:34][C:35]([OH:36])=[O:37].[OH:1][c:2]1[cH:3][cH:4][c:5](-[c:8]2[o:9][c:10]3[c:11]([cH:12]2)[cH:13][c:14]([OH:19])[cH:15][c:16]3[O:17][CH3:18])[cH:6][cH:7]1.[S:28]([O-:29])([O-:30])=[O:31]>>[OH:1][c:2]1[cH:3][cH:4][c:5](-[c:8]2[o:9][c:10]3[c:11]([cH:12]2)[c:13]([Cl:20])[c:14]([OH:19])[cH:15][c:16]3[O:17][CH3:18])[cH:6][cH:7]1. The reactants are CN(C)C=O, CCOC(C)=O, Oc1ccc(Cl)c(Cl)c1, O=Cc1cc(C(F)(F)F)ccc1F, [K+], [K+], O=C([O-])[O-], O. The product is O=Cc1cc(C(F)(F)F)ccc1Oc1ccc(Cl)c(Cl)c1. As a reaction SMILES: [CH3:29][N:30]([CH3:31])[CH:32]=[O:33].[CH3:35][CH2:36][O:37][C:38]([CH3:39])=[O:40].[Cl:7][c:8]1[cH:9][c:10]([OH:15])[cH:11][cH:12][c:13]1[Cl:14].[F:16][c:17]1[c:18]([CH:19]=[O:20])[cH:21][c:22]([C:25]([F:26])([F:27])[F:28])[cH:23][cH:24]1.[K+:1].[K+:2].[O-:3][C:4]([O-:5])=[O:6].[OH2:34]>>[Cl:7][c:8]1[cH:9][c:10]([O:15][c:17]2[c:18]([CH:19]=[O:20])[cH:21][c:22]([C:25]([F:26])([F:27])[F:28])[cH:23][cH:24]2)[cH:11][cH:12][c:13]1[Cl:14]. Reactants: CC(C)(C)OC(=O)N1CCCC1COc1ccc(Oc2ccc(Cl)cc2)cc1, Cl, C1COCCO1. Product: Clc1ccc(Oc2ccc(OCC3CCCN3)cc2)cc1. As a reaction SMILES: [C:1]([O:2][C:3](=[O:4])[N:8]1[CH:9]([CH2:13][O:14][c:15]2[cH:16][cH:17][c:18]([O:21][c:22]3[cH:23][cH:24][c:25]([Cl:28])[cH:26][cH:27]3)[cH:19][cH:20]2)[CH2:10][CH2:11][CH2:12]1)([CH3:5])([CH3:6])[CH3:7].[ClH:29].[O:30]1[CH2:31][CH2:32][O:33][CH2:34][CH2:35]1>>[NH:8]1[CH:9]([CH2:13][O:14][c:15]2[cH:16][cH:17][c:18]([O:21][c:22]3[cH:23][cH:24][c:25]([Cl:28])[cH:26][cH:27]3)[cH:19][cH:20]2)[CH2:10][CH2:11][CH2:12]1. The reactants are C(C)(=O)O[BH-](OC(C)=O)OC(C)=O.[Na+] (sodium triacetoxyborohydride), FC(C=1C=C(CN([C@@H]2C3=C(NCCC2)C=C(C(=C3)C)C(F)(F)F)C=3N=NN(N3)C)C=C(C1)C(F)(F)F)(F)F ((S)-(3,5-bistrifluoromethylbenzyl)-(2-methyl-2H-tetrazol-5-yl)-(7-methyl-8-trifluoromethyl-2,3,4,5-tetrahydro-1H-benzo[b]azepin-5-yl)amine), COC(C1=C(C=CC(=C1)C=O)O)=O (5-formyl-2-hydroxy-benzoic acid methyl ester), C(C)(=O)O (acetic acid). The solvent is C(C)#N (acetonitrile), ClCCl (dichloromethane). Conditions: time 24 hour. Yields the product COC(C1=C(C=CC(=C1)CN1C2=C([C@H](CCC1)N(C=1N=NN(N1)C)CC1=CC(=CC(=C1)C(F)(F)F)C(F)(F)F)C=C(C(=C2)C(F)(F)F)C)O)=O ((S)-5-{5-[(3,5-Bis-trifluoromethyl-benzyl)-(2-methyl-2H-tetrazol-5-yl)-amino]-7-methyl-8-trifluoromethyl-2,3,4,5-tetrahydro-benzo[b]azepin-1-ylmethyl}-2-hydroxy-benzoic acid methyl ester). Isolated yield 59.8%. As a reaction SMILES: C(O[BH-](OC(=O)C)OC(=O)C)(=O)C.[Na+].[F:15][C:16]([F:52])([F:51])[C:17]1[CH:18]=[C:19]([CH:44]=[C:45]([C:47]([F:50])([F:49])[F:48])[CH:46]=1)[CH2:20][N:21]([C:38]1[N:39]=[N:40][N:41]([CH3:43])[N:42]=1)[C@H:22]1[CH2:28][CH2:27][CH2:26][NH:25][C:24]2[CH:29]=[C:30]([C:34]([F:37])([F:36])[F:35])[C:31]([CH3:33])=[CH:32][C:23]1=2.[CH3:53][O:54][C:55](=[O:65])[C:56]1[CH:61]=[C:60]([CH:62]=O)[CH:59]=[CH:58][C:57]=1[OH:64].C(O)(=O)C>C(#N)C.ClCCl>[CH3:53][O:54][C:55](=[O:65])[C:56]1[CH:61]=[C:60]([CH2:62][N:25]2[CH2:26][CH2:27][CH2:28][C@H:22]([N:21]([CH2:20][C:19]3[CH:44]=[C:45]([C:47]([F:50])([F:48])[F:49])[CH:46]=[C:17]([C:16]([F:51])([F:15])[F:52])[CH:18]=3)[C:38]3[N:39]=[N:40][N:41]([CH3:43])[N:42]=3)[C:23]3[CH:32]=[C:31]([CH3:33])[C:30]([C:34]([F:35])([F:36])[F:37])=[CH:29][C:24]2=3)[CH:59]=[CH:58][C:57]=1[OH:64] |f:0.1|. Reported procedure: Add sodium triacetoxyborohydride (0.115 g, 0.543 mmol) portionwise to a solution of (S)-(3,5-bis-trifluoromethyl-benzyl)-(2-methyl-2H-tetrazol-5-yl)-(7-methyl-8-trifluoromethyl-2,3,4,5-tetrahydro-1H-benzo[b]azepin-5-yl)-amine (Example 3, Step 18) (0.200 g, 0.362 mmol), 5-formyl-2-hydroxy-benzoic acid methyl ester (0.195 g, 1.08 mmol) and glacial acetic acid (1 mL) in acetonitrile (10 mL) at room temperature under an atmosphere of nitrogen and stir for 24 h. Quench the reaction with saturated sod...